The task is: describe an organic reaction: reactants, conditions, products, and yield. This data is from the Open Reaction Database (ORD), a public repository of structured organic reaction records. The reactants are CN(C1CN(CC1)C1=CC=C(C=C1)NC(=O)C=1OC(=CC1)C1=C(C=C(C=C1)C)N)C (5-(2-Amino-4-methylphenyl)furan-2-carboxylic acid [4-(3-dimethylamino-pyrrolidin-1-yl)-phenyl]amide), C(C)(=O)Cl (acetyl chloride). The product is CN(C1CN(CC1)C1=CC=C(C=C1)NC(=O)C=1OC(=CC1)C1=C(C=C(C=C1)C)NC(C)=O)C (5-(2-Acetylamino-4-methylphenyl)furan-2-carboxylic acid [4-(3-dimethylaminopyrrolidin-1-yl)phenyl]amide). Reaction SMILES: [CH3:1][N:2]([CH3:30])[CH:3]1[CH2:7][CH2:6][N:5]([C:8]2[CH:13]=[CH:12][C:11]([NH:14][C:15]([C:17]3[O:18][C:19]([C:22]4[CH:27]=[CH:26][C:25]([CH3:28])=[CH:24][C:23]=4[NH2:29])=[CH:20][CH:21]=3)=[O:16])=[CH:10][CH:9]=2)[CH2:4]1.[C:31](Cl)(=[O:33])[CH3:32]>>[CH3:30][N:2]([CH3:1])[CH:3]1[CH2:7][CH2:6][N:5]([C:8]2[CH:13]=[CH:12][C:11]([NH:14][C:15]([C:17]3[O:18][C:19]([C:22]4[CH:27]=[CH:26][C:25]([CH3:28])=[CH:24][C:23]=4[NH:29][C:31](=[O:33])[CH3:32])=[CH:20][CH:21]=3)=[O:16])=[CH:10][CH:9]=2)[CH2:4]1. Procedure: 5-(2-Amino-4-methylphenyl)furan-2-carboxylic acid [4-(3-dimethylamino-pyrrolidin-1-yl)-phenyl]amide was reacted with acetyl chloride by method Q. This resulted in the product with the molecular weight of 446.23 (C26H30N4O3); MS (ESI): 447 (M+H+). Reactants: Cl.N[C@H]1CC[C@H](CC1)NC(=O)C1=C(NC=2C1=NC=CC2C2=C(C=CC(=C2)C)OCC2CC2)C (N-(cis-4-aminocyclohexyl)-7-[2-(cyclopropylmethoxy)-5-methylphenyl]-2-methyl-1H-pyrrolo[3,2-b]pyridine-3-carboxamide hydrochloride), COCC(=O)Cl (methoxy-acetyl chloride). The product is C1(CC1)COC1=C(C=C(C=C1)C)C1=C2C(=NC=C1)C(=C(N2)C)C(=O)N[C@@H]2CC[C@@H](CC2)NC(COC)=O (7-[2-(Cyclopropylmethoxy)-5-methylphenyl]-N-{cis-4-[(methoxyacetyl)amino]cyclohexyl}-2-methyl-1H-pyrrolo[3,2-b]pyridine-3-carboxamide). Reaction SMILES: Cl.[NH2:2][C@@H:3]1[CH2:8][CH2:7][C@H:6]([NH:9][C:10]([C:12]2[C:16]3=[N:17][CH:18]=[CH:19][C:20]([C:21]4[CH:26]=[C:25]([CH3:27])[CH:24]=[CH:23][C:22]=4[O:28][CH2:29][CH:30]4[CH2:32][CH2:31]4)=[C:15]3[NH:14][C:13]=2[CH3:33])=[O:11])[CH2:5][CH2:4]1.[CH3:34][O:35][CH2:36][C:37](Cl)=[O:38]>>[CH:30]1([CH2:29][O:28][C:22]2[CH:23]=[CH:24][C:25]([CH3:27])=[CH:26][C:21]=2[C:20]2[CH:19]=[CH:18][N:17]=[C:16]3[C:12]([C:10]([NH:9][C@H:6]4[CH2:7][CH2:8][C@@H:3]([NH:2][C:37](=[O:38])[CH2:36][O:35][CH3:34])[CH2:4][CH2:5]4)=[O:11])=[C:13]([CH3:33])[NH:14][C:15]=23)[CH2:31][CH2:32]1 |f:0.1|. Procedure: Starting from N-(cis-4-aminocyclohexyl)-7-[2-(cyclopropylmethoxy)-5-methylphenyl]-2-methyl-1H-pyrrolo[3,2-b]pyridine-3-carboxamide hydrochloride (example D.f20) and commercially available methoxy-acetyl chloride the title compound is obtained as colorless solid. Starting materials: 16.9, C(CCCCC(C)C)(=O)OC (methyl isooctanoate), resultant mixture, C(C)(=O)C1=CC=CC=C1 (acetophenone), 48, C(C)(=O)C1=CC=CC=C1 (acetophenone), CCCCC (n-pentane), [H-].[Na+] (sodium hydride). Run in O1CCCC1 (tetrahydrofuran), CO (methanol). Yields the product C1(=CC=CC=C1)C(CC(CCCCC(C)C)=O)=O (1-phenylisodecane-1,3-dione). As a reaction SMILES: [H-].[Na+].CCCCC.[C:8]([O:17]C)(=O)[CH2:9][CH2:10][CH2:11][CH2:12][CH:13]([CH3:15])[CH3:14].[C:19]([C:22]1[CH:27]=[CH:26][CH:25]=[CH:24][CH:23]=1)(=[O:21])[CH3:20]>CO.O1CCCC1>[C:22]1([C:19](=[O:21])[CH2:20][C:8](=[O:17])[CH2:9][CH2:10][CH2:11][CH2:12][CH:13]([CH3:14])[CH3:15])[CH:27]=[CH:26][CH:25]=[CH:24][CH:23]=1 |f:0.1|. Procedure details: A dispersion of 16.9 G (0.4 mole) of 56% by weight sodium hydride in mineral oil is slurried with n-pentane under nitrogen, the supernatant liquid is removed by suction with a sintered glass tip tube. This process is repeated three times before 500 ml of dry tetrahydrofuran and 75.8 G (0.48 mole) of methyl isooctanoate are added. The resultant mixture is heated to reflux temperature with agitation. A total of 48 G (0.4 mole) of acetophenone is added to the above refluxing mixture over a 3 hour p... Reactants: [O-]S(=O)(=O)[O-].[Ca+2] (drierite), ice water, CN(C)C=O (DMF), O=P(Cl)(Cl)Cl (POCl3), C(CC=1C(C(=O)O)=CC=CC1)(=O)O (homopthalic acid), CN(C)C=O (DMF), CN(C)C=O (DMF). Product: CN(C)C=C1C(OC(C2=C1C=CC=C2)=O)=O (4-[(Dimethylamino)methylene]-1H-2-benzopyran-1,3(4H)-dione). As a reaction SMILES: [O-]S([O-])(=O)=O.[Ca+2].O=P(Cl)(Cl)Cl.[C:12]([OH:24])(=[O:23])[CH2:13][C:14]1[C:15](=[CH:19][CH:20]=[CH:21][CH:22]=1)[C:16]([OH:18])=O.[CH3:25][N:26]([CH:28]=O)[CH3:27]>>[CH3:25][N:26]([CH:28]=[C:13]1[C:14]2[CH:22]=[CH:21][CH:20]=[CH:19][C:15]=2[C:16](=[O:18])[O:24][C:12]1=[O:23])[CH3:27] |f:0.1|. Procedure: 100 ml of anhydrous DMF in a 1 liter round-bottomed, three necked flask (fitted with a drying tube containing drierite, and a 125 ml dropping funnel) is cooled in an ice-salt bath, and 31 ml of POCl3 is subsequently added over a period of half an hour while stirring the DMF. The 125 ml dropping funnel is replaced with a 150 ml dropping funnel, and a solution of 54 g of homopthalic acid in 100 ml of DMF is added to the flask over a period of one hour at <10° C. The reaction mixture is then stirre... The reactants are O=C(O)C(C1CCCCC1)C1CCCCC1, NC1CCN(CCc2ccccc2)C1. The product is O=C(NC1CCN(CCc2ccccc2)C1)C(C1CCCCC1)C1CCCCC1. As a reaction SMILES: [CH:1]1([CH:7]([C:8](=[O:9])[OH:10])[CH:11]2[CH2:12][CH2:13][CH2:14][CH2:15][CH2:16]2)[CH2:2][CH2:3][CH2:4][CH2:5][CH2:6]1.[NH2:17][CH:18]1[CH2:19][N:20]([CH2:23][CH2:24][c:25]2[cH:26][cH:27][cH:28][cH:29][cH:30]2)[CH2:21][CH2:22]1>>[CH:1]1([CH:7]([C:8](=[O:10])[NH:17][CH:18]2[CH2:19][N:20]([CH2:23][CH2:24][c:25]3[cH:26][cH:27][cH:28][cH:29][cH:30]3)[CH2:21][CH2:22]2)[CH:11]2[CH2:12][CH2:13][CH2:14][CH2:15][CH2:16]2)[CH2:2][CH2:3][CH2:4][CH2:5][CH2:6]1. The reactants are CN(C)C(=S)Cl, Cc1cc2c(cc1O)C(C)(C)CCC2(C)C, [H-], [Na+], CN(C)C=O, O. Yields the product Cc1cc2c(cc1OC(=S)N(C)C)C(C)(C)CCC2(C)C. As a reaction SMILES: [CH3:19][N:20]([C:21](=[S:22])[Cl:23])[CH3:24].[CH3:3][c:4]1[c:5]([OH:18])[cH:6][c:7]2[c:12]([cH:13]1)[C:11]([CH3:14])([CH3:15])[CH2:10][CH2:9][C:8]2([CH3:16])[CH3:17].[H-:1].[Na+:2].[O:26]=[CH:27][N:28]([CH3:29])[CH3:30].[OH2:25]>>[CH3:3][c:4]1[c:5]([O:18][C:21]([N:20]([CH3:19])[CH3:24])=[S:22])[cH:6][c:7]2[c:12]([cH:13]1)[C:11]([CH3:14])([CH3:15])[CH2:10][CH2:9][C:8]2([CH3:16])[CH3:17]. Reactants: BrC1=CC2=CC=CC=C2C=C1 (2-bromonaphthalene), ClC=1C=C2C(C(NC2=CC1)=O)=O (5-chloroisatin). Yields the product ClC=1C=C2C(C(NC2=CC1)=O)(C1=CC2=CC=CC=C2C=C1)O (5-chloro-3-hydroxy-3-(2-naphthyl)-1,3-dihydro-2H-indol-2-one). Isolated yield 91.6%. Reaction SMILES: Br[C:2]1[CH:11]=[CH:10][C:9]2[C:4](=[CH:5][CH:6]=[CH:7][CH:8]=2)[CH:3]=1.[Cl:12][C:13]1[CH:14]=[C:15]2[C:19](=[CH:20][CH:21]=1)[NH:18][C:17](=[O:22])[C:16]2=[O:23]>>[Cl:12][C:13]1[CH:14]=[C:15]2[C:19](=[CH:20][CH:21]=1)[NH:18][C:17](=[O:22])[C:16]2([OH:23])[C:2]1[CH:11]=[CH:10][C:9]2[C:4](=[CH:5][CH:6]=[CH:7][CH:8]=2)[CH:3]=1. Reported procedure: With 11.10 g of 2-bromonaphthalene and 5.00 g of 5-chloroisatin as starting materials, 7.81 g of the title compound (yellow solid) was obtained by a similar method to Step 21-1.